Task: describe an organic reaction: reactants, conditions, products, and yield. Dataset: the Open Reaction Database (ORD), a public repository of structured organic reaction records Starting materials: CC(C)=O, CCOCC, [Cl-], FC(F)(F)c1cc(Br)cc(C(F)(F)F)c1, [Mg], [NH4+]. Yields the product CC(C)(O)c1cc(C(F)(F)F)cc(C(F)(F)F)c1. As a reaction SMILES: [CH3:17][C:18]([CH3:19])=[O:20].[CH3:23][CH2:24][O:25][CH2:26][CH3:27].[Cl-:21].[F:2][C:3]([c:4]1[cH:5][c:6]([Br:14])[cH:7][c:8]([C:10]([F:11])([F:12])[F:13])[cH:9]1)([F:15])[F:16].[Mg:1].[NH4+:22]>>[F:2][C:3]([c:4]1[cH:5][c:6]([C:18]([CH3:17])([CH3:19])[OH:20])[cH:7][c:8]([C:10]([F:11])([F:12])[F:13])[cH:9]1)([F:15])[F:16]. Reactants: Grignard reagent, C(C1=CC=CO1)=O (furfural), [Mg] (Magnesium), Grignard reagent, [Cl-].[NH4+] (ammonium chloride), C(C=CC)Cl (crotyl chloride), ClC(C=C)C (3-chloro-1-butene). The solvent is O1CCCC1 (THF), O1CCCC1 (THF), O1CCCC1 (tetrahydrofuran), O1CCCC1 (THF). Run at time 2 hour. The product is O1C(=CC=C1)C(C(C=C)C)O (1-(2-furyl)-2-methyl-3-buten-1-ol). Yield: 90.0%. RXN SMILES: [Mg].[CH2:2](Cl)[CH:3]=[CH:4][CH3:5].ClC(C)C=C.[CH:12](=[O:18])[C:13]1[O:17][CH:16]=[CH:15][CH:14]=1.[Cl-].[NH4+]>O1CCCC1>[O:17]1[CH:16]=[CH:15][CH:14]=[C:13]1[CH:12]([OH:18])[CH:4]([CH3:5])[CH:3]=[CH2:2] |f:4.5|. Procedure: Magnesium (36 g, 1.5 mole) and tetrahydrofuran (THF) (300 ml) were added to a reactor, and a solution of crotyl chloride or 3-chloro-1-butene (118 g, 1.8 mole) in THF (100 ml) was added dropwise at 30° to 35° C. to prepare a Grignard reagent. Thereafter, to this THF solution of the Grignard reagent was added dropwise a solution of furfural (106 g, 1.1 mole) in THF (150 ml) at 20° to 30° C. over about 1 hour, followed by stirring at room temperature for further 2 hours. After completion of the re...